Dataset: the Open Reaction Database (ORD), a public repository of structured organic reaction records. Task: describe an organic reaction: reactants, conditions, products, and yield The reactants are CN1CCC(CCCCO)CC1, N#Cc1ccnc(Cl)c1, [H-], [Na+], [Na+], O=C([O-])O, CN(C)C=O, O. The product is CN1CCC(CCCCOc2cc(C#N)ccn2)CC1. Reaction SMILES: [CH3:1][N:2]1[CH2:3][CH2:4][CH:5]([CH2:8][CH2:9][CH2:10][CH2:11][OH:12])[CH2:6][CH2:7]1.[Cl:15][c:16]1[cH:17][c:18]([C:19]#[N:20])[cH:21][cH:22][n:23]1.[H-:14].[Na+:13].[Na+:28].[O-:24][C:25]([OH:26])=[O:27].[O:29]=[CH:30][N:31]([CH3:32])[CH3:33].[OH2:34]>>[CH3:1][N:2]1[CH2:3][CH2:4][CH:5]([CH2:8][CH2:9][CH2:10][CH2:11][O:12][c:16]2[cH:17][c:18]([C:19]#[N:20])[cH:21][cH:22][n:23]2)[CH2:6][CH2:7]1. Reactants: C1CCNCC1, C1CCNC1, CCO, CC(=O)O, O=Cc1[nH]c2c(c1CCC(=O)O)CCCC2, O=C1Cc2ccccc2N1. Product: O=C(O)CCc1c(C=C2C(=O)Nc3ccccc32)[nH]c2c1CCCC2. As a reaction SMILES: [CH2:27]1[CH2:28][CH2:29][NH:30][CH2:31][CH2:32]1.[CH2:33]1[CH2:34][NH:35][CH2:36][CH2:37]1.[CH3:38][CH2:39][OH:40].[CH3:41][C:42](=[O:43])[OH:44].[CH:1](=[O:2])[c:3]1[nH:4][c:5]2[c:10]([c:11]1[CH2:12][CH2:13][C:14](=[O:15])[OH:16])[CH2:9][CH2:8][CH2:7][CH2:6]2.[NH:17]1[C:18](=[O:26])[CH2:19][c:20]2[cH:21][cH:22][cH:23][cH:24][c:25]21>>[CH:1]([c:3]1[nH:4][c:5]2[c:10]([c:11]1[CH2:12][CH2:13][C:14](=[O:15])[OH:16])[CH2:9][CH2:8][CH2:7][CH2:6]2)=[C:19]1[C:18](=[O:26])[NH:17][c:25]2[c:20]1[cH:21][cH:22][cH:23][cH:24]2. Starting materials: CC=1N=CNC1CSCCN (4-methyl-5-[(2-aminoethyl)thiomethyl]-imidazole), C(#N)C(=C(SC)SC)C#N (1,1-dicyano-2,2-bis methylthioethylene), yields1,1-dicyano-2-methylthio-2-[2-((4-methyl-5-imidazolyl)methylthio)ethylamino]ethylene, [H-].NN (Hydrazine hydride), methylthio, NCCCSC=1OC=CN1 (2-(3-aminopropyl)thiooxazole), BrCCCC1=C2C(C(=O)NC2=O)=CC=C1 (3-Bromopropylphthalimide). Product: C(#N)C(=C(NCCSCC1=C(N=CN1)C)NCCCSC=1OC=CN1)C#N (1,1-Dicyano-2-[3-(2-oxazolylthio)propylamino]-2-[2-((4-methyl-5-imidazolyl)methylthio)ethylamino]ethylene). RXN SMILES: [CH3:1][C:2]1[N:3]=[CH:4][NH:5][C:6]=1[CH2:7][S:8][CH2:9][CH2:10][NH2:11].[C:12]([C:14]([C:20]#[N:21])=[C:15](SC)SC)#[N:13].[H-].NN.[NH2:25][CH2:26][CH2:27][CH2:28][S:29][C:30]1[O:31][CH:32]=[CH:33][N:34]=1.BrCCCC1C=CC=C2C(NC(=O)C=12)=O>>[C:12]([C:14]([C:20]#[N:21])=[C:15]([NH:25][CH2:26][CH2:27][CH2:28][S:29][C:30]1[O:31][CH:32]=[CH:33][N:34]=1)[NH:11][CH2:10][CH2:9][S:8][CH2:7][C:6]1[NH:5][CH:4]=[N:3][C:2]=1[CH3:1])#[N:13] |f:2.3|. Procedure details: Reaction of 4-methyl-5-[(2-aminoethyl)thiomethyl]-imidazole with 1,1-dicyano-2,2-bis methylthioethylene by the procedure of Example 8(i) yields1,1-dicyano-2-methylthio-2-[2-((4-methyl-5-imidazolyl)methylthio)ethylamino]ethylene. (iii) Reaction of this methylthio compound with 2-(3-aminopropyl)thiooxazole by the procedure of Example 1(a) (ii) gives the title compound.